From a dataset of the Open Reaction Database (ORD), a public repository of structured organic reaction records. describe an organic reaction: reactants, conditions, products, and yield Starting materials: CC(=O)O[BH-](OC(C)=O)OC(C)=O, O=C([O-])O, ClCCl, COCC(C)=O, CC(=O)O, CN1CCCC1=O, O=C1NC(=O)c2ccc(I)cc2C1=CNc1ccc(N2CCNCC2)cc1, [Na+], [Na+]. The product is COCC(C)N1CCN(c2ccc(NC=C3C(=O)NC(=O)c4ccc(I)cc43)cc2)CC1. As a reaction SMILES: [C:28]([O:29][BH-:30]([O:31][C:32](=[O:33])[CH3:34])[O:35][C:36](=[O:37])[CH3:38])(=[O:39])[CH3:40].[C:52](=[O:53])([OH:54])[O-:55].[CH2:64]([Cl:65])[Cl:66].[CH3:42][O:43][CH2:44][C:45]([CH3:46])=[O:47].[CH3:48][C:49](=[O:50])[OH:51].[CH3:57][N:58]1[CH2:59][CH2:60][CH2:61][C:62]1=[O:63].[I:1][c:2]1[cH:3][c:4]2[c:9]([cH:10][cH:11]1)[C:8](=[O:12])[NH:7][C:6](=[O:13])[C:5]2=[CH:14][NH:15][c:16]1[cH:17][cH:18][c:19]([N:22]2[CH2:23][CH2:24][NH:25][CH2:26][CH2:27]2)[cH:20][cH:21]1.[Na+:41].[Na+:56]>>[I:1][c:2]1[cH:3][c:4]2[c:9]([cH:10][cH:11]1)[C:8](=[O:12])[NH:7][C:6](=[O:13])[C:5]2=[CH:14][NH:15][c:16]1[cH:17][cH:18][c:19]([N:22]2[CH2:23][CH2:24][N:25]([CH:45]([CH2:44][O:43][CH3:42])[CH3:46])[CH2:26][CH2:27]2)[cH:20][cH:21]1. Reactants: COC1(C(=O)O)CCCCC1, Cl, NC1CCC(CCN2CCC(c3cccc4c3OCO4)CC2)CC1. Yields the product COC1(C(=O)NC2CCC(CCN3CCC(c4cccc5c4OCO5)CC3)CC2)CCCCC1. Reaction SMILES: [CH3:26][O:27][C:28]1([C:34](=[O:35])[OH:36])[CH2:29][CH2:30][CH2:31][CH2:32][CH2:33]1.[ClH:1].[O:2]1[CH2:3][O:4][c:5]2[c:6]1[cH:7][cH:8][cH:9][c:10]2[CH:11]1[CH2:12][CH2:13][N:14]([CH2:17][CH2:18][CH:19]2[CH2:20][CH2:21][CH:22]([NH2:25])[CH2:23][CH2:24]2)[CH2:15][CH2:16]1>>[O:2]1[CH2:3][O:4][c:5]2[c:6]1[cH:7][cH:8][cH:9][c:10]2[CH:11]1[CH2:12][CH2:13][N:14]([CH2:17][CH2:18][CH:19]2[CH2:20][CH2:21][CH:22]([NH:25][C:34]([C:28]3([O:27][CH3:26])[CH2:29][CH2:30][CH2:31][CH2:32][CH2:33]3)=[O:35])[CH2:23][CH2:24]2)[CH2:15][CH2:16]1.